Dataset: the Open Reaction Database (ORD), a public repository of structured organic reaction records. Task: describe an organic reaction: reactants, conditions, products, and yield The reactants are CNC1=CC=CC=C1 (N-methylaniline), NC1=CC=CC=C1 (aniline), [N+](=O)([O-])C1=CC=CC=C1 (nitrobenzene). Run at temperature 160 celsius. Product: [N+](=O)([O-])C1=CC=CC=C1 (nitrobenzene), methyl N-phenyl carbamate, NC1=CC=CC=C1 (aniline), C=NC1=CC=CC=C1 (N-methylene aniline). Isolated yield 68.0%. RXN SMILES: [NH2:1][C:2]1[CH:7]=[CH:6][CH:5]=[CH:4][CH:3]=1.[N+:8]([C:11]1[CH:16]=[CH:15][CH:14]=[CH:13][CH:12]=1)([O-:10])=[O:9].[CH3:17][NH:18][C:19]1[CH:24]=[CH:23][CH:22]=[CH:21][CH:20]=1>>[N+:8]([C:11]1[CH:16]=[CH:15][CH:14]=[CH:13][CH:12]=1)([O-:10])=[O:9].[NH2:1][C:2]1[CH:7]=[CH:6][CH:5]=[CH:4][CH:3]=1.[CH2:17]=[N:18][C:19]1[CH:24]=[CH:23][CH:22]=[CH:21][CH:20]=1. Reported procedure: The procedure was the same as for Example 1 with the exception that aniline was omitted from the initial reaction solution. As the reactor contents heated to 160° C., approximately 30% of the nitrobenzene was converted. Complete nitrobenzene conversion required 5.5 hours at 160° C. and yielded 0.068 mole methyl N-phenyl carbamate (68% selectivity), 0.022 mole aniline, 0.007 mole N-methylene aniline, and 0.001 mole (N-methylaniline (summed to 30% selectivity to aniline). Reactants: C1(=CC=CC=C1)OC (anisole), CC1=C(C(=O)Cl)C=CC=C1 (2-methylbenzoyl chloride), FC(S(=O)(=O)[O-])(F)F.[Yb+3].FC(S(=O)(=O)[O-])(F)F.FC(S(=O)(=O)[O-])(F)F (ytterbium(III) trifluoromethanesulfonate). The solvent is [N+](=O)([O-])C (nitromethane). Reaction conditions: temperature 60 celsius, time 7 hour. The product is CC1=C(C=CC=C1)C(=O)C1=CC=C(C=C1)OC (4-Methoxyphenyl 2-methylphenyl ketone). Yield: 74.2%. As a reaction SMILES: [C:1]1([O:7][CH3:8])[CH:6]=[CH:5][CH:4]=[CH:3][CH:2]=1.[CH3:9][C:10]1[CH:18]=[CH:17][CH:16]=[CH:15][C:11]=1[C:12](Cl)=[O:13].FC(F)(F)S([O-])(=O)=O.[Yb+3].FC(F)(F)S([O-])(=O)=O.FC(F)(F)S([O-])(=O)=O>[N+](C)([O-])=O>[CH3:9][C:10]1[CH:18]=[CH:17][CH:16]=[CH:15][C:11]=1[C:12]([C:4]1[CH:5]=[CH:6][C:1]([O:7][CH3:8])=[CH:2][CH:3]=1)=[O:13] |f:2.3.4.5|. Procedure details: To commercially available nitromethane (10 ml) were added commercially available anisole (1.081 g), commercially available 2-methylbenzoyl chloride (1.546 g) and commercially available ytterbium(III) trifluoromethanesulfonate (620 mg), and the admixture was stirred at 60° C. for 7 hours. The reaction mixture was treated in the same manner as described in Example 120 to obtain 1.679 g of the title compound (yield: 74%). Reactants: COCCOC, COc1ccc(-c2cncc(C#N)c2Cl)cc1OC, [Na+], O=C([O-])O, c1ccc(P(c2ccccc2)(c2ccccc2)[Pd](P(c2ccccc2)(c2ccccc2)c2ccccc2)(P(c2ccccc2)(c2ccccc2)c2ccccc2)P(c2ccccc2)(c2ccccc2)c2ccccc2)cc1, OB(O)c1ccc2[nH]ccc2c1. Yields the product COc1ccc(-c2cncc(C#N)c2-c2ccc3[nH]ccc3c2)cc1OC. As a reaction SMILES: [CH3:37][O:38][CH2:39][CH2:40][O:41][CH3:42].[Cl:1][c:2]1[c:3](-[c:10]2[cH:11][c:12]([O:18][CH3:19])[c:13]([O:16][CH3:17])[cH:14][cH:15]2)[cH:4][n:5][cH:6][c:7]1[C:8]#[N:9].[Na+:36].[O-:32][C:33]([OH:34])=[O:35].[cH:43]1[cH:44][cH:45][c:46]([P:47]([Pd:48]([P:49]([c:50]2[cH:51][cH:52][cH:53][cH:54][cH:55]2)([c:56]2[cH:57][cH:58][cH:59][cH:60][cH:61]2)[c:62]2[cH:63][cH:64][cH:65][cH:66][cH:67]2)([P:68]([c:69]2[cH:70][cH:71][cH:72][cH:73][cH:74]2)([c:75]2[cH:76][cH:77][cH:78][cH:79][cH:80]2)[c:81]2[cH:82][cH:83][cH:84][cH:85][cH:86]2)[P:87]([c:88]2[cH:89][cH:90][cH:91][cH:92][cH:93]2)([c:94]2[cH:95][cH:96][cH:97][cH:98][cH:99]2)[c:100]2[cH:101][cH:102][cH:103][cH:104][cH:105]2)([c:106]2[cH:107][cH:108][cH:109][cH:110][cH:111]2)[c:112]2[cH:113][cH:114][cH:115][cH:116][cH:117]2)[cH:118][cH:119]1.[nH:20]1[cH:21][cH:22][c:23]2[cH:24][c:25]([B:29]([OH:30])[OH:31])[cH:26][cH:27][c:28]12>>[c:2]1(-[c:25]2[cH:24][c:23]3[cH:22][cH:21][nH:20][c:28]3[cH:27][cH:26]2)[c:3](-[c:10]2[cH:11][c:12]([O:18][CH3:19])[c:13]([O:16][CH3:17])[cH:14][cH:15]2)[cH:4][n:5][cH:6][c:7]1[C:8]#[N:9]. Yields the product CC=C(C)c1cc(C(=O)OC)ccc1OCc1ccccc1. Reactants: O=C([O-])[O-], COC(=O)c1ccc(OCc2ccccc2)c(Br)c1, CC=C(C)B(O)O, [Cs+], [Cs+], C1CCOC1, O. As a reaction SMILES: [C:20](=[O:21])([O-:22])[O-:23].[CH2:1]([c:2]1[cH:3][cH:4][cH:5][cH:6][cH:7]1)[O:8][c:9]1[c:10]([Br:19])[cH:11][c:12]([C:13](=[O:14])[O:15][CH3:16])[cH:17][cH:18]1.[CH3:26][C:27](=[CH:28][CH3:29])[B:30]([OH:31])[OH:32].[Cs+:24].[Cs+:25].[O:34]1[CH2:35][CH2:36][CH2:37][CH2:38]1.[OH2:33]>>[CH2:1]([c:2]1[cH:3][cH:4][cH:5][cH:6][cH:7]1)[O:8][c:9]1[c:10]([C:27]([CH3:26])=[CH:28][CH3:29])[cH:11][c:12]([C:13](=[O:14])[O:15][CH3:16])[cH:17][cH:18]1.